This data is from the Open Reaction Database (ORD), a public repository of structured organic reaction records. The task is: describe an organic reaction: reactants, conditions, products, and yield The reactants are CCO, CCOCC, NN, CC(C)N(CCCN1C(=O)c2ccccc2C1=O)S(=O)(=O)c1ccccc1[N+](=O)[O-], O. The product is CC(C)N(CCCN)S(=O)(=O)c1ccccc1[N+](=O)[O-]. RXN SMILES: [CH3:34][CH2:35][OH:36].[CH3:37][CH2:38][O:39][CH2:40][CH3:41].[NH2:32][NH2:33].[O:1]=[C:2]1[N:3]([CH2:12][CH2:13][CH2:14][N:15]([S:16](=[O:17])(=[O:18])[c:19]2[c:20]([N+:25](=[O:26])[O-:27])[cH:21][cH:22][cH:23][cH:24]2)[CH:28]([CH3:29])[CH3:30])[C:10](=[O:11])[c:5]2[c:4]1[cH:9][cH:8][cH:7][cH:6]2.[OH2:31]>>[NH2:3][CH2:12][CH2:13][CH2:14][N:15]([S:16](=[O:17])(=[O:18])[c:19]1[c:20]([N+:25](=[O:26])[O-:27])[cH:21][cH:22][cH:23][cH:24]1)[CH:28]([CH3:29])[CH3:30]. Starting materials: C(C1=CC=CC=C1)OCCC[C@@H](CO[Si](C)(C)C(C)(C)C)C ((s)-1-benzyloxy-5-(tert-butyldimethylsilyloxy)-4-methyl-pentane), [NH4+].[Cl-] (NH4Cl), C(C)(C)(C)C1=CC=C(C=C1)C1=CC=C(C=C1)C(C)(C)C (4,4′-di-tert-butyl biphenyl), [Li] (lithium). The solvent is C1CCOC1 (THF), C1CCOC1 (THF). Run at time 2 hour. Product: [Si](C)(C)(C(C)(C)C)OC[C@H](CCCO)C ((S)-5-(tert-Butyidimethylsilyloxy)-4-methyl-pentan-1-ol). The yield is 97.0%. Reaction SMILES: C(C1C=CC(C2C=CC(C(C)(C)C)=CC=2)=CC=1)(C)(C)C.[Li].C([O:29][CH2:30][CH2:31][CH2:32][C@H:33]([CH3:43])[CH2:34][O:35][Si:36]([C:39]([CH3:42])([CH3:41])[CH3:40])([CH3:38])[CH3:37])C1C=CC=CC=1.[NH4+].[Cl-]>C1COCC1>[Si:36]([O:35][CH2:34][C@@H:33]([CH3:43])[CH2:32][CH2:31][CH2:30][OH:29])([C:39]([CH3:41])([CH3:42])[CH3:40])([CH3:38])[CH3:37] |f:3.4,^1:20|. Reported procedure: With stirring, 4,4′-di-tert-butyl biphenyl (3.6 g) under an Argon atmosphere is added at 0° C. to a suspension of lithium (30% in mineral oil) in THF (30 ml). Stirring is continued for 2 h at r.t. The resulting deep green solution is added dropwise to a solution of (S)-1-benzyloxy-5-(ter-butyldimethylsilyloxy)-4-methyl-pentane 5 (673 mg, 2.09 mmol) in 10 ml of THF at −78° C., until the colour of the mixture remains green (or until tic analysis shows completion of the reaction, respectively). Sat... Reactants: N(N)C1=CC(N(C(N1CC(C)C)=O)C)=O (6-hydrazino-1-isobutyl-3-methylpyrimidine-2,4(1H,3H)-dione), ClC=1C=C2C(=CNC2=CC1)C=O (5-chloro-1H-indole-3-carbaldehyde), C(C(C)C)(=O)C=1N=C(N(C1)C)C=O (4-isobutyryl-1-methyl-1H-imidazole-2-carbaldehyde). Yields the product ClC=1C=C2C(=CNC2=CC1)CN1N=C2N(C(N(C(C2=C1C=1N(C=C(N1)C(C(C)C)=O)C)=O)C)=O)CC(C)C (2-[(5-chloro-1H-indol-3-yl)methyl]-7-isobutyl-3-(4-isobutyryl-1-methyl-1H-imidazol-2-yl)-5-methyl-2H-pyrazolo[3,4-d]pyrimidine 4,6(5H,7H)-dione). As a reaction SMILES: [NH:1]([C:3]1[N:8]([CH2:9][CH:10]([CH3:12])[CH3:11])[C:7](=[O:13])[N:6]([CH3:14])[C:5](=[O:15])[CH:4]=1)[NH2:2].[Cl:16][C:17]1[CH:18]=[C:19]2[C:23](=[CH:24][CH:25]=1)[NH:22][CH:21]=[C:20]2[CH:26]=O.[C:28]([C:33]1[N:34]=[C:35]([CH:39]=O)[N:36]([CH3:38])[CH:37]=1)(=[O:32])[CH:29]([CH3:31])[CH3:30]>>[Cl:16][C:17]1[CH:18]=[C:19]2[C:23](=[CH:24][CH:25]=1)[NH:22][CH:21]=[C:20]2[CH2:26][N:2]1[C:39]([C:35]2[N:36]([CH3:38])[CH:37]=[C:33]([C:28](=[O:32])[CH:29]([CH3:31])[CH3:30])[N:34]=2)=[C:4]2[C:3]([N:8]([CH2:9][CH:10]([CH3:11])[CH3:12])[C:7](=[O:13])[N:6]([CH3:14])[C:5]2=[O:15])=[N:1]1. Reported procedure: This compound was made following the procedure described above, starting with 6-hydrazino-1-isobutyl-3-methylpyrimidine-2,4(1H,3H)-dione, and condensing first 5-chloro-1H-indole-3-carbaldehyde, followed by 4-isobutyryl-1-methyl-1H-imidazole-2-carbaldehyde. 536 (M+H). Reactants: NC1=CC=CC=C1 (aniline), [OH-].[Na+] (sodium hydroxide), S(=O)([O-])[O-].[Na+].[Na+] (sodium sulfite), F[B-](F)(F)F (tetrafluoroborate), diazonium. The solvent is O (water), O (water), Cl (hydrochloric acid), solution, [Cl-].[Ti+3].[Cl-].[Cl-] (titanium(III) chloride), Cl (hydrochloric acid). Conditions: time 15 minute. Yields the product NC1=C(C=CC=C1)C1=CC=CC=C1 (2-aminobiphenyl). As a reaction SMILES: [NH2:1][C:2]1[CH:7]=[CH:6][CH:5]=[CH:4][CH:3]=1.F[B-](F)(F)F.[OH-].[Na+].S([O-])([O-])=O.[Na+].[Na+]>O.Cl.[Cl-].[Ti+3].[Cl-].[Cl-]>[NH2:1][C:2]1[CH:7]=[CH:6][CH:5]=[CH:4][C:3]=1[C:2]1[CH:7]=[CH:6][CH:5]=[CH:4][CH:3]=1 |f:2.3,4.5.6,9.10.11.12|. Reported procedure: 40 mmol of an aniline derivative (III) were suspended or dissolved in a mixture of 20 ml of water, 8 ml of 10% by weight aqueous hydrochloric acid and 8 ml of a 1M solution of titanium(III) chloride in 16 ml of 10% by weight aqueous hydrochloric acid (48 mmol of HCl). To this suspension or solution were added, at room temperature, 2 mmol of the tetrafluoroborate salt of a diazonium compound (II) in small portions as a solid over a period of 10 minutes. Once the mixture thus formed had been stirr... The reactants are NC1=CC=C(C#N)C=C1 (4-aminobenzonitrile), Cl (HCl), C1(=CC=CC=C1)O (phenol), [OH-].[K+] (KOH), N(=O)[O-].[Na+] (NaNO2). Solvent: O (water), O (water). The product is OC1=CC=C(C=C1)N=NC1=CC=C(C=C1)C#N (4-hydroxy-4′-cyanoazobenzene). Yield: 65.0%. Reported procedure: While stirring 2 mol (236.3 g) of 4-aminobenzonitrile, 600 ml of 12N HCl and 600 ml of purified water in an ice bath, an aqueous solution of NaNO2 (NaNO2 150 g, in 750 ml of purified water) was dropped (Step 1). 2 mol (191.8 g) of phenol and 2 mol (112.3 g) of KOH were rapidly dissolved in about 2 liter of purified water, to which the product in Step 1 was dropped. After filtration under suction, the product was washed with purified water and then dried under a reduced pressure. The product was ... RXN SMILES: [NH2:1][C:2]1[CH:9]=[CH:8][C:5]([C:6]#[N:7])=[CH:4][CH:3]=1.Cl.[N:11]([O-])=O.[Na+].[C:15]1([OH:21])[CH:20]=[CH:19][CH:18]=[CH:17][CH:16]=1.[OH-].[K+]>O>[OH:21][C:15]1[CH:20]=[CH:19][C:18]([N:11]=[N:1][C:2]2[CH:9]=[CH:8][C:5]([C:6]#[N:7])=[CH:4][CH:3]=2)=[CH:17][CH:16]=1 |f:2.3,5.6|. Starting materials: O=C(Cl)C(Br)c1ccccc1, CCNCC, CCN(C(C)C)C(C)C, ClCCl. Yields the product CCN(CC)C(=O)C(Br)c1ccccc1. RXN SMILES: [Br:1][CH:2]([C:3](=[O:4])[Cl:5])[c:6]1[cH:7][cH:8][cH:9][cH:10][cH:11]1.[CH2:12]([CH3:13])[NH:14][CH2:15][CH3:16].[CH:17]([N:18]([CH2:19][CH3:20])[CH:21]([CH3:22])[CH3:23])([CH3:24])[CH3:25].[Cl:26][CH2:27][Cl:28]>>[Br:1][CH:2]([C:3](=[O:4])[N:14]([CH2:12][CH3:13])[CH2:15][CH3:16])[c:6]1[cH:7][cH:8][cH:9][cH:10][cH:11]1. The reactants are amine, CS(=O)(=O)OCCF (2-Fluoroethyl methanesulfonate), C1(CC1)NC(=O)NC1=CC(=C(C=C1)OC1=C2C(=NC=C1)C=C(S2)C2=NC=C(C=C2)CN2CCN(CC2)CCF)F (1-cyclopropyl-3-(3-fluoro-4-(2-(5-((4-(2-fluoroethyl)piperazin-1-yl)methyl)pyridin-2-yl)thieno[3,2-b]pyridin-7-yloxy)phenyl)urea). Product: C1(CC1)NC(=O)NC1=CC(=C(C=C1)OC1=C2C(=NC=C1)C=C(S2)C2=NC=C(C=C2)CN2CCC(CC2)N(C)CCF)F (1-Cyclopropyl-3-(3-fluoro-4-(2-(5-((4-((2-fluoroethyl)(methyl)amino)piperidin-1-yl)methyl)pyridin-2-yl)thieno[3,2-b]pyridin-7-yloxy)phenyl)urea). RXN SMILES: CS(O[CH2:6][CH2:7][F:8])(=O)=O.[CH:9]1([NH:12][C:13]([NH:15][C:16]2[CH:21]=[CH:20][C:19]([O:22][C:23]3[CH:28]=[CH:27][N:26]=[C:25]4[CH:29]=[C:30]([C:32]5[CH:37]=[CH:36][C:35]([CH2:38][N:39]6[CH2:44][CH2:43]N(CCF)C[CH2:40]6)=[CH:34][N:33]=5)[S:31][C:24]=34)=[C:18]([F:48])[CH:17]=2)=[O:14])[CH2:11][CH2:10]1>>[CH:9]1([NH:12][C:13]([NH:15][C:16]2[CH:21]=[CH:20][C:19]([O:22][C:23]3[CH:28]=[CH:27][N:26]=[C:25]4[CH:29]=[C:30]([C:32]5[CH:37]=[CH:36][C:35]([CH2:38][N:39]6[CH2:44][CH2:43][CH:9]([N:12]([CH2:6][CH2:7][F:8])[CH3:13])[CH2:10][CH2:40]6)=[CH:34][N:33]=5)[S:31][C:24]=34)=[C:18]([F:48])[CH:17]=2)=[O:14])[CH2:11][CH2:10]1. Procedure details: Compound 421 (example 269) was prepared in one step by reacting the amine precursor 401 (table 31) with compound 419, similarly to compound 420 (example 268, scheme 77). 1H NMR (400 MHz, DMSO-d6) δ (ppm): 8.73 (s, 1H), 8.54 (d, J=1.6 Hz, 1H), 8.52 (d, J=5.6 Hz, 1H), 8.33 (s, 1H), 8.24 (d, J=8.0 Hz, 1H), 7.85 (dd, J=8.0, 2.0 Hz, 1H), 7.73 (dd, J=13.6, 2.4 Hz, 1H), 7.38 (t, J=9.0 Hz, 1H), 7.22-7.18 (m, 1H), 6.64 (d, J=5.2 Hz, 1H), 6.56 (bd, J=2.8 Hz, 1H), 4.51 (t, J=5.2 Hz, 1H), 4.39 (t, J=5.2 Hz,...